This data is from the Open Reaction Database (ORD), a public repository of structured organic reaction records. The task is: describe an organic reaction: reactants, conditions, products, and yield Starting materials: C(C)(=O)OC(C)=O (acetic anhydride), Cl (hydrochloric acid), OC=1C=C(C=2OC3=CC=CC=C3C(C2C(=O)O)=O)C=C(C1O)O (3',4',5'-Trihydroxyflavone-3-carboxylic acid), hydrochloric acid ice water. The solvent is ClCCl (dichloromethane), N1=CC=CC=C1 (pyridine), ClCCl (dichloromethane). Conditions: time 2 hour. Product: C(C)(=O)OC=1C=C(C=2OC3=CC=CC=C3C(C2C(=O)O)=O)C=C(C1OC(C)=O)OC(C)=O (3',4',5'-triacetoxyflavone-3-carboxylic acid). RXN SMILES: [OH:1][C:2]1[CH:3]=[C:4]([CH:19]=[C:20]([OH:23])[C:21]=1[OH:22])[C:5]1[O:6][C:7]2[C:12]([C:13](=[O:18])[C:14]=1[C:15]([OH:17])=[O:16])=[CH:11][CH:10]=[CH:9][CH:8]=2.C(O[C:28](=[O:30])[CH3:29])(=O)C.Cl>N1C=CC=CC=1.ClCCl>[C:2]([O:23][C:20]1[CH:19]=[C:4]([CH:3]=[C:2]([O:1][C:28](=[O:30])[CH3:29])[C:21]=1[O:22][C:5](=[O:6])[CH3:4])[C:5]1[O:6][C:7]2[C:12]([C:13](=[O:18])[C:14]=1[C:15]([OH:17])=[O:16])=[CH:11][CH:10]=[CH:9][CH:8]=2)(=[O:1])[CH3:21]. Procedure: 3',4',5'-Trihydroxyflavone-3-carboxylic acid was dissolved in 4 ml absolute pyridine, and the solution was reacted with 0.57 ml acetic anhydride and stirred for two hours. Then it was worked up by diluting with 20 ml dichloromethane, pouring onto a mixture of dilute hydrochloric acid/ice water and shaking with dichloromethane. Here care must be taken that the aqueous phase remains acid (if necessary some dilute hydrochloric acid must be added). The dichloromethane phase was separated, washed wit... Reactants: C(C)(=O)O (acetic acid), S(O)(O)(=O)=O (sulfuric acid), OC1=C(C=CC=C1)C(CC(=O)C1=C(C(=CC=C1)OC)[N+](=O)[O-])=O (1-(2-hydroxy-phenyl)-3-(3-methoxy-2-nitrophenyl)propane -1,3 -dione). Run in O (H2O). Conditions: time 30 minute. Product: COC=1C(=C(C=CC1)C=1OC2=C(C(C1)=O)C=CC=C2)[N+](=O)[O-] (2-(3-methoxy-2-nitrophenyl)-4-oxo-4H-[1]benzopyran). Isolated yield 70.6%. As a reaction SMILES: C(O)(=O)C.S(=O)(=O)(O)O.O[C:11]1[CH:16]=[CH:15][CH:14]=[CH:13][C:12]=1[C:17](=[O:32])[CH2:18][C:19]([C:21]1[CH:26]=[CH:25][CH:24]=[C:23]([O:27][CH3:28])[C:22]=1[N+:29]([O-:31])=[O:30])=[O:20]>O>[CH3:28][O:27][C:23]1[C:22]([N+:29]([O-:31])=[O:30])=[C:21]([C:19]2[O:20][C:11]3[CH:16]=[CH:15][CH:14]=[CH:13][C:12]=3[C:17](=[O:32])[CH:18]=2)[CH:26]=[CH:25][CH:24]=1. Reported procedure: A solution of glacial acetic acid (15 mL), concentrated sulfuric acid (180 mL), and 1-(2-hydroxy-phenyl)-3-(3-methoxy-2-nitrophenyl)propane -1,3 -dione (770 mg, 2.43 mmol) is heated at reflux for 2.5 hours. The hot solution is poured onto crushed ice and H2O (200 mL), stirring vigorously for 30 minutes. The solution is cooled in a refrigerator. The resulting solid is filtered and washed with H2O to yield 2-(3-methoxy-2-nitrophenyl)-4-oxo-4H-[1]benzopyran (510 mg, 70%) as a brown solid. Starting materials: COC(=O)c1ccc(N2C(=O)c3ccccc3C2=O)nc1Cl, CO, N. Product: COC(=O)c1ccc(N)nc1Cl. As a reaction SMILES: [CH3:1][O:2][C:3]([c:4]1[c:5]([Cl:21])[n:6][c:7]([N:10]2[C:11](=[O:12])[c:13]3[c:14]([cH:15][cH:16][cH:17][cH:18]3)[C:19]2=[O:20])[cH:8][cH:9]1)=[O:22].[CH3:24][OH:25].[NH3:23]>>[CH3:1][O:2][C:3]([c:4]1[c:5]([Cl:21])[n:6][c:7]([NH2:10])[cH:8][cH:9]1)=[O:22]. Reactants: C(C1=CC=CC=C1)N1C(NCC1)=NC#N (N-(1-benzylimidazolidin-2-ylidene)cyanamide), C(C1=CC=CC=C1)N1C(NCC1)=N (1-benzylimidazolidin-2-imine), BrC=1SC(=C(N1)C)C(=O)NCC1=CC(=C(C=C1)F)F (2-bromo-N-(3,4-difluorobenzyl)-4-methylthiazole-5-carboxamide). The product is C(C1=CC=CC=C1)N1C(N(CC1)C=1SC(=C(N1)C)C(=O)NCC1=CC(=C(C=C1)F)F)=N (2-(3-benzyl-2-iminoimidazolidin-1-yl)-N-(3,4-difluorobenzyl)-4-methylthiazole-5-carboxamide). Isolated yield 5.0%. As a reaction SMILES: [CH2:1]([N:8]1[CH2:12][CH2:11][NH:10][C:9]1=[N:13]C#N)[C:2]1[CH:7]=[CH:6][CH:5]=[CH:4][CH:3]=1.C(N1CCNC1=N)C1C=CC=CC=1.Br[C:30]1[S:31][C:32]([C:36]([NH:38][CH2:39][C:40]2[CH:45]=[CH:44][C:43]([F:46])=[C:42]([F:47])[CH:41]=2)=[O:37])=[C:33]([CH3:35])[N:34]=1>>[CH2:1]([N:8]1[CH2:12][CH2:11][N:10]([C:30]2[S:31][C:32]([C:36]([NH:38][CH2:39][C:40]3[CH:45]=[CH:44][C:43]([F:46])=[C:42]([F:47])[CH:41]=3)=[O:37])=[C:33]([CH3:35])[N:34]=2)[C:9]1=[NH:13])[C:2]1[CH:3]=[CH:4][CH:5]=[CH:6][CH:7]=1. Reported procedure: Following the procedure as described in Example 27, making variations as required to replace N-(1-benzylimidazolidin-2-ylidene)cyanamide with 1-benzylimidazolidin-2-imine to react with 2-bromo-N-(3,4-difluorobenzyl)-4-methylthiazole-5-carboxamide, the title compound was obtained as a colorless solid in 5% yield: mp 140-142° C. (ethyl acetate/hexanes); 1H NMR (300 MHz, DMSO-d6) δ 8.41 (t, J=5.8 Hz, 1H), 7.39-7.23 (m, 7H), 7.12-7.08 (m, 1H), 6.68 (m, 1H), 4.43 (s, 2H), 4.30 (d, J=5.8 Hz, 2H) 3.94 ... Reaction SMILES: CC(OI1(OC(C)=O)(OC(C)=O)OC(=O)C2C=CC=CC1=2)=O.[Cl:23][C:24]1[CH:29]=[CH:28][C:27]([CH:30]([C:33]2[CH:38]=[CH:37][C:36]([Cl:39])=[CH:35][CH:34]=2)[CH2:31][OH:32])=[CH:26][CH:25]=1.[OH-].[Na+]>ClCCl>[Cl:23][C:24]1[CH:29]=[CH:28][C:27]([CH:30]([C:33]2[CH:34]=[CH:35][C:36]([Cl:39])=[CH:37][CH:38]=2)[CH:31]=[O:32])=[CH:26][CH:25]=1 |f:2.3|. Starting materials: CC(=O)OI1(C=2C=CC=CC2C(=O)O1)(OC(=O)C)OC(=O)C (Dess-Martin periodinane), ClC1=CC=C(C=C1)C(CO)C1=CC=C(C=C1)Cl (2,2-Bis-(4-chloro-phenyl)-ethanol), [OH-].[Na+] (NaOH). Conditions: time 17 hour. Solvent: ClCCl (dichloromethane). Procedure details: Dess-Martin periodinane (3.17 g, 7.49 mmol) was added to a solution of 2,2-Bis-(4-chloro-phenyl)-ethanol in dichloromethane (40 ml). The reaction mixture was stirred at room temperature for 17 hours under nitrogen, 2N NaOH added (15 ml) and the organic layer was separated, dried (MgSO4), filtered and concentrated to afford the title compounds which was used in the next step without further purification. LC/MS: (PS-B3) Rt 3.62 [M+H]+ 262.91. The product is ClC1=CC=C(C=C1)C(C=O)C1=CC=C(C=C1)Cl (Bis-(4-chloro-phenyl)-acetaldehyde). Reactants: C(C(C)(C)C)(=O)Cl (pivaloyl chloride), NC=1C(=CC(=C(C1)O)F)F (5-amino-2,4-difluorophenol), Cl (hydrochloric acid). Solvent: N1=CC=CC=C1 (pyridine). Run at time 30 minute. Product: FC1=C(C=C(C(=C1)F)NC(C(C)(C)C)=O)O (2,4-difluoro-5-pivaloylaminophenol). Isolated yield 91.0%. Reaction SMILES: [NH2:1][C:2]1[C:3]([F:10])=[CH:4][C:5]([F:9])=[C:6]([OH:8])[CH:7]=1.[C:11](Cl)(=[O:16])[C:12]([CH3:15])([CH3:14])[CH3:13].Cl>N1C=CC=CC=1>[F:9][C:5]1[CH:4]=[C:3]([F:10])[C:2]([NH:1][C:11](=[O:16])[C:12]([CH3:15])([CH3:14])[CH3:13])=[CH:7][C:6]=1[OH:8]. Procedure: 18.9 g (130 mmol) of the resulting 5-amino-2,4-difluorophenol was dissolved in 45 ml of pyridine, 16.0 ml of pivaloyl chloride was added dropwise over 8 minutes under ice-cooling, and the mixture was stirred at the same temperature for 30 minutes. 1N hydrochloric acid was added to the reaction solution and the mixture was extracted with ether. The organic layer was washed once with a 1N aqueous solution of hydrochloric acid, water and an aqueous saturated solution of sodium chloride, respectivel...